describe an organic reaction: reactants, conditions, products, and yield From a dataset of the Open Reaction Database (ORD), a public repository of structured organic reaction records. The reactants are [Al+3], CC(=O)Nc1cccc(NC(=O)C=C(C)C)c1, CC1(C)CNc2cc([N+](=O)[O-])ccc21, [Cl-], [Cl-], [Cl-], Clc1ccccc1, Cl. The product is CC(=O)Nc1ccc2c(c1)NC(=O)CC2(C)C. As a reaction SMILES: [Al+3:33].[C:1]([CH3:2])(=[O:3])[NH:4][c:5]1[cH:6][c:7]([NH:11][C:12]([CH:13]=[C:14]([CH3:15])[CH3:16])=[O:17])[cH:8][cH:9][cH:10]1.[CH3:18][C:19]1([CH3:20])[c:21]2[c:22]([cH:23][c:24]([N+:25]([O-:26])=[O:27])[cH:28][cH:29]2)[NH:30][CH2:31]1.[Cl-:32].[Cl-:34].[Cl-:35].[Cl:37][c:38]1[cH:39][cH:40][cH:41][cH:42][cH:43]1.[ClH:36]>>[C:1]([CH3:2])(=[O:3])[NH:4][c:5]1[cH:6][c:7]2[c:8]([cH:9][cH:10]1)[C:14]([CH3:15])([CH3:16])[CH2:13][C:12](=[O:17])[NH:11]2. Starting materials: C(C)OC(CNCC1=C(C=CC=C1C)N)=O (N-(2-amino-6-methyl benzyl) glycine ethyl ester), C(=O)(N1C=NC=C1)N1C=NC=C1 (1,1'-carbonyldiimidazole). The solvent is O1CCCC1 (tetrahydrofuran), O1CCCC1 (tetrahydrofuran). Reaction conditions: time 2 hour. Yields the product CC1=C2CN(C(NC2=CC=C1)=O)CC(=O)OCC (5-methyl-3-(carbethoxymethyl)-1,2,3,4-tetrahydroquinazolin-2-one). Isolated yield 84.2%. As a reaction SMILES: [CH2:1]([O:3][C:4](=[O:16])[CH2:5][NH:6][CH2:7][C:8]1[C:13]([CH3:14])=[CH:12][CH:11]=[CH:10][C:9]=1[NH2:15])[CH3:2].[C:17](N1C=CN=C1)(N1C=CN=C1)=[O:18]>O1CCCC1>[CH3:14][C:13]1[CH:12]=[CH:11][CH:10]=[C:9]2[C:8]=1[CH2:7][N:6]([CH2:5][C:4]([O:3][CH2:1][CH3:2])=[O:16])[C:17](=[O:18])[NH:15]2. Reported procedure: To a cooled solution of 15.00 g (67 mmole) of N-(2-amino-6-methyl benzyl) glycine ethyl ester in 300 ml of anhydrous tetrahydrofuran under a nitrogen atmosphere was added a solution of 11.72 g (72 mmole) of 1,1'-carbonyldiimidazole in 200 ml of anhydrous tetrahydrofuran at such a rate that the temperature did not exceed 5°. Upon complete addition, the solution was allowed to stir at room temperature for 2 hours, heated to reflux for 18 hours, cooled to room temperature and the tetrahydrofuran re...